From a dataset of the Open Reaction Database (ORD), a public repository of structured organic reaction records. describe an organic reaction: reactants, conditions, products, and yield Reactants: COc1cc2nc(N3CCNCC3)nc(N)c2cc1OC, C1COCCO1, O=C(Cl)c1cnoc1. Product: Cl, COc1cc2nc(N3CCN(C(=O)c4cnoc4)CC3)nc(N)c2cc1OC. RXN SMILES: [NH2:9][c:10]1[n:11][c:12]([N:24]2[CH2:25][CH2:26][NH:27][CH2:28][CH2:29]2)[n:13][c:14]2[cH:15][c:16]([O:22][CH3:23])[c:17]([O:20][CH3:21])[cH:18][c:19]12.[O:30]1[CH2:31][CH2:32][O:33][CH2:34][CH2:35]1.[o:1]1[n:2][cH:3][c:4]([C:6](=[O:7])[Cl:8])[cH:5]1>>[ClH:8].[o:1]1[n:2][cH:3][c:4]([C:6](=[O:7])[N:27]2[CH2:26][CH2:25][N:24]([c:12]3[n:11][c:10]([NH2:9])[c:19]4[c:14]([n:13]3)[cH:15][c:16]([O:22][CH3:23])[c:17]([O:20][CH3:21])[cH:18]4)[CH2:29][CH2:28]2)[cH:5]1. The reactants are O=c1c(Br)cc(-c2ccccn2)cn1-c1ccccc1, [Mg+]C1CCCCC1, [Cl-], Cl[Ni]Cl, C1CCOC1, O, c1ccc(P(CCCP(c2ccccc2)c2ccccc2)c2ccccc2)cc1. Yields the product O=c1c(C2CCCCC2)cc(-c2ccccn2)cn1-c1ccccc1. As a reaction SMILES: [Br:1][c:2]1[c:3](=[O:20])[n:4](-[c:14]2[cH:15][cH:16][cH:17][cH:18][cH:19]2)[cH:5][c:6](-[c:8]2[n:9][cH:10][cH:11][cH:12][cH:13]2)[cH:7]1.[CH:22]1([Mg+:28])[CH2:23][CH2:24][CH2:25][CH2:26][CH2:27]1.[Cl-:21].[Ni:35]([Cl:36])[Cl:37].[O:30]1[CH2:31][CH2:32][CH2:33][CH2:34]1.[OH2:29].[c:38]1([P:39]([c:40]2[cH:41][cH:42][cH:43][cH:44][cH:45]2)[CH2:46][CH2:47][CH2:48][P:49]([c:50]2[cH:51][cH:52][cH:53][cH:54][cH:55]2)[c:56]2[cH:57][cH:58][cH:59][cH:60][cH:61]2)[cH:62][cH:63][cH:64][cH:65][cH:66]1>>[c:2]1([CH:22]2[CH2:23][CH2:24][CH2:25][CH2:26][CH2:27]2)[c:3](=[O:20])[n:4](-[c:14]2[cH:15][cH:16][cH:17][cH:18][cH:19]2)[cH:5][c:6](-[c:8]2[n:9][cH:10][cH:11][cH:12][cH:13]2)[cH:7]1. Run in CO (methanol). Product: OCCNCC=1C=C(C(=O)OC)C=C(C1)N1C=CC=C1 (methyl 3-(2-hydroxyethylaminomethyl)-5-(pyrrol-1-yl)benzoate). Procedure: A mixture of methyl 3-formyl-5-(pyrrol-1-yl)benzoate (1.66 g), 2-aminoethanol (0.88 ml) and molecular sieves 4A (1.7 g) in methanol (40 ml) was stirred for 6 hours at room temperature. Then, to the reaction mixture was added sodium borohydride (0.55 g). After stirring for 3 hours at room temperature, the reaction mixture was poured into saturated aqueous sodium hydrogencarbonate solution and filtered. The filtrate was evaporated in vacuo and the residue was purified by column chromatography on s... Reaction conditions: time 6 hour. RXN SMILES: [CH:1]([C:3]1[CH:4]=[C:5]([CH:10]=[C:11]([N:13]2[CH:17]=[CH:16][CH:15]=[CH:14]2)[CH:12]=1)[C:6]([O:8][CH3:9])=[O:7])=O.[NH2:18][CH2:19][CH2:20][OH:21].[BH4-].[Na+].C(=O)([O-])O.[Na+]>CO>[OH:21][CH2:20][CH2:19][NH:18][CH2:1][C:3]1[CH:4]=[C:5]([CH:10]=[C:11]([N:13]2[CH:17]=[CH:16][CH:15]=[CH:14]2)[CH:12]=1)[C:6]([O:8][CH3:9])=[O:7] |f:2.3,4.5|. Reactants: [BH4-].[Na+] (sodium borohydride), C(=O)C=1C=C(C(=O)OC)C=C(C1)N1C=CC=C1 (methyl 3-formyl-5-(pyrrol-1-yl)benzoate), NCCO (2-aminoethanol), 4A, C(O)([O-])=O.[Na+] (sodium hydrogencarbonate). Starting materials: O (water), [OH-].[Na+] (sodium hydroxide), resultant solution, OC1=C(C=CC=C1)CCCSCCC1COC2=C1C=CC=C2OCC(=O)OC (Methyl (+)-3-(2-(3-(2-hydroxyphenyl)propylthio)ethyl)-2,3-dihydrobenzofuran-7-yloxyacetate). Run in CO (methanol). Reaction conditions: time 1.5 hour. Yields the product OC1=C(C=CC=C1)CCCSCCC1COC2=C1C=CC=C2OCC(=O)O ((+)-3-(2-(3-(2-hydroxyphenyl)propylthio)ethyl)-2,3-dihydrobenzofuran-7-yloxyacetic acid). The yield is 93.9%. RXN SMILES: [OH:1][C:2]1[CH:7]=[CH:6][CH:5]=[CH:4][C:3]=1[CH2:8][CH2:9][CH2:10][S:11][CH2:12][CH2:13][CH:14]1[C:18]2[CH:19]=[CH:20][CH:21]=[C:22]([O:23][CH2:24][C:25]([O:27]C)=[O:26])[C:17]=2[O:16][CH2:15]1.[OH-].[Na+].O>CO>[OH:1][C:2]1[CH:7]=[CH:6][CH:5]=[CH:4][C:3]=1[CH2:8][CH2:9][CH2:10][S:11][CH2:12][CH2:13][CH:14]1[C:18]2[CH:19]=[CH:20][CH:21]=[C:22]([O:23][CH2:24][C:25]([OH:27])=[O:26])[C:17]=2[O:16][CH2:15]1 |f:1.2|. Procedure: Methyl (+)-3-(2-(3-(2-hydroxyphenyl)propylthio)ethyl)-2,3-dihydrobenzofuran-7-yloxyacetate (160 mg) was dissolved in methanol (4 ml), and a 2N sodium hydroxide aqueous solution (0.4 ml) was added to the resultant solution, and the mixture was stirred at room temperature for 1.5 hours. The reaction solution was poured into water and then extracted with ethyl acetate twice. The combined organic layers were washed with saturated brine, and dried over sodium sulfate. Sodium sulfate was filtered off,... Reactants: C1CCNCC1, COc1ccccc1C(=O)CC(C)=O, Cc1cc(=O)c2cccc(C=O)c2o1, CC(=O)O, ClCCl. The product is COc1ccccc1C(=O)C(=Cc1cccc2c(=O)cc(C)oc12)C(C)=O. RXN SMILES: [CH2:33]1[CH2:34][CH2:35][NH:36][CH2:37][CH2:38]1.[CH3:15][O:16][c:17]1[c:18]([C:23]([CH2:24][C:25]([CH3:26])=[O:27])=[O:28])[cH:19][cH:20][cH:21][cH:22]1.[CH3:1][c:2]1[o:3][c:4]2[c:5]([CH:13]=[O:14])[cH:6][cH:7][cH:8][c:9]2[c:10](=[O:12])[cH:11]1.[CH3:29][C:30](=[O:31])[OH:32].[Cl:39][CH2:40][Cl:41]>>[CH3:1][c:2]1[o:3][c:4]2[c:5]([CH:13]=[C:24]([C:23]([c:18]3[c:17]([O:16][CH3:15])[cH:22][cH:21][cH:20][cH:19]3)=[O:28])[C:25]([CH3:26])=[O:27])[cH:6][cH:7][cH:8][c:9]2[c:10](=[O:12])[cH:11]1.